From a dataset of the Open Reaction Database (ORD), a public repository of structured organic reaction records. describe an organic reaction: reactants, conditions, products, and yield Reactants: Nc1ncnc2c1nc(Nc1cccnc1)n2CCO, O=S(Cl)Cl. Product: Nc1ncnc2c1nc(Nc1cccnc1)n2CCCl. As a reaction SMILES: [NH2:1][c:2]1[c:3]2[n:4][c:5]([NH:14][c:15]3[cH:16][n:17][cH:18][cH:19][cH:20]3)[n:6]([CH2:11][CH2:12][OH:13])[c:7]2[n:8][cH:9][n:10]1.[S:21]([Cl:22])([Cl:23])=[O:24]>>[NH2:1][c:2]1[c:3]2[n:4][c:5]([NH:14][c:15]3[cH:16][n:17][cH:18][cH:19][cH:20]3)[n:6]([CH2:11][CH2:12][Cl:23])[c:7]2[n:8][cH:9][n:10]1. Starting materials: ClCCl, CN(C)c1ccncc1, C(=NC1CCCCC1)=NC1CCCCC1, CC(O)C=Cc1cccc(Oc2ccccc2)c1, O=C(O)CCl. Product: CC(C=Cc1cccc(Oc2ccccc2)c1)OC(=O)CCl. RXN SMILES: [CH2:39]([Cl:40])[Cl:41].[CH3:42][N:43]([c:44]1[cH:45][cH:46][n:47][cH:48][cH:49]1)[CH3:50].[CH:24]1([N:25]=[C:26]=[N:27][CH:28]2[CH2:29][CH2:30][CH2:31][CH2:32][CH2:33]2)[CH2:34][CH2:35][CH2:36][CH2:37][CH2:38]1.[O:1]([c:2]1[cH:3][cH:4][cH:5][cH:6][cH:7]1)[c:8]1[cH:9][c:10]([CH:14]=[CH:15][CH:16]([CH3:17])[OH:18])[cH:11][cH:12][cH:13]1.[OH:19][C:20](=[O:21])[CH2:22][Cl:23]>>[O:1]([c:2]1[cH:3][cH:4][cH:5][cH:6][cH:7]1)[c:8]1[cH:9][c:10]([CH:14]=[CH:15][CH:16]([CH3:17])[O:18][C:20](=[O:19])[CH2:22][Cl:23])[cH:11][cH:12][cH:13]1. Starting materials: COC(CC1C(C2=CC(=CC=C2CC1)OC)=NN(C)C)OC (1,2,3,4-Tetrahydro-1-(dimethylhydrazono)-7-methoxy-2-naphthaleneacetaldehyde dimethyl acetal), C(C)(=O)OCC (ethyl acetate). Reagents/catalysts: O.O.[Cu](Cl)Cl (copper(II) chloride dihydrate). Run in O1CCCC1 (tetrahydrofuran), P(=O)([O-])([O-])[O-] (phosphate). Run at time 16 hour. Product: COC(CC1C(C2=CC(=CC=C2CC1)OC)=O)OC (1,2,3,4-tetrahydro-7-methoxy-1-oxo-2-naphthaleneacetaldehyde dimethyl acetal). As a reaction SMILES: [CH3:1][O:2][CH:3]([O:21][CH3:22])[CH2:4][CH:5]1[CH2:14][CH2:13][C:12]2[C:7](=[CH:8][C:9]([O:15][CH3:16])=[CH:10][CH:11]=2)[C:6]1=NN(C)C.C(OCC)(=[O:25])C>O1CCCC1.P([O-])([O-])([O-])=O.O.O.[Cu](Cl)Cl>[CH3:1][O:2][CH:3]([O:21][CH3:22])[CH2:4][CH:5]1[CH2:14][CH2:13][C:12]2[C:7](=[CH:8][C:9]([O:15][CH3:16])=[CH:10][CH:11]=2)[C:6]1=[O:25] |f:4.5.6|. Procedure: 1,2,3,4-Tetrahydro-1-(dimethylhydrazono)-7-methoxy-2-naphthaleneacetaldehyde dimethyl acetal (45.0 g) was dissolved under argon in a mixture of 1800 ml of tetrahydrofuran and 645 ml of 0.067M phosphate buffer of pH value 7. The solution was treated with 19.8 g of copper(II) chloride dihydrate and stirred at room temperature for 16 hours. 1000 ml of ethyl acetate were added to the reaction mixture and it was washed three times with 1500 ml of a mixture of 25% ammonia solution and saturated ammoni... Starting materials: CC(C)(O)c1ccc(C(=O)Nc2nc3ccc(Br)nc3s2)cc1, CC1(C)OB(c2ccnc(Cl)c2)OC1(C)C. Yields the product CC(C)(O)c1ccc(C(=O)Nc2nc3ccc(-c4ccnc(Cl)c4)nc3s2)cc1. As a reaction SMILES: [Br:1][c:2]1[cH:3][cH:4][c:5]2[c:6]([n:7]1)[s:8][c:9]([NH:11][C:12]([c:13]1[cH:14][cH:15][c:16]([C:19]([CH3:20])([CH3:21])[OH:22])[cH:17][cH:18]1)=[O:23])[n:10]2.[Cl:24][c:25]1[n:26][cH:27][cH:28][c:29]([B:31]2[O:32][C:33]([CH3:34])([CH3:35])[C:36]([CH3:37])([CH3:38])[O:39]2)[cH:30]1>>[c:2]1(-[c:29]2[cH:28][cH:27][n:26][c:25]([Cl:24])[cH:30]2)[cH:3][cH:4][c:5]2[c:6]([n:7]1)[s:8][c:9]([NH:11][C:12]([c:13]1[cH:14][cH:15][c:16]([C:19]([CH3:20])([CH3:21])[OH:22])[cH:17][cH:18]1)=[O:23])[n:10]2. Reactants: crude product, NC(CC(=O)O)C1=CC(=C(C=C1)OC)OCC (3-amino-3-(3-ethoxy-4-methoxyphenyl)propionic acid), C(C)O (ethanol). Solvent: C(C)(=O)O (acetic acid). Yields the product O=C1N(CC2=CC=CC=C12)C(CC(=O)O)C1=CC(=C(C=C1)OC)OCC (3-(1-oxoisoindolin-2-yl)-3-(3-ethoxy-4-methoxyphenyl)propionic acid). The yield is 62.0%. RXN SMILES: [NH2:1][CH:2]([C:7]1[CH:12]=[CH:11][C:10]([O:13][CH3:14])=[C:9]([O:15][CH2:16][CH3:17])[CH:8]=1)[CH2:3][C:4]([OH:6])=[O:5].[CH2:18]([OH:20])[CH3:19]>C(O)(=O)C>[O:20]=[C:18]1[C:19]2[C:8](=[CH:7][CH:2]=[CH:3][CH:4]=2)[CH2:9][N:1]1[CH:2]([C:7]1[CH:12]=[CH:11][C:10]([O:13][CH3:14])=[C:9]([O:15][CH2:16][CH3:17])[CH:8]=1)[CH2:3][C:4]([OH:6])=[O:5]. Procedure: A stirred mixture of phthalic dicarboxaldehyde (2.68 g, 20.0 mmol) and 3-amino-3-(3-ethoxy-4-methoxyphenyl)propionic acid (4.78 g, 20.0 mmol) in glacial acetic acid (50 mL) under nitrogen was heated to reflux for 5 minutes. The reaction mixture was then allowed to cool to room temperature and was concentrated in vacuo to afford a yellow solid. The crude product was recryslallized twice from refluxing ethanol (150 mL). The resulting solid was then dried in vacuo (60° C.,<1 mm) to afford 4.4 g (62... Reactants: SC=1C=C(C(=O)O)C=C(C1OC1=CC=CC=C1)S(N)(=O)=O (3-mercapto-4-phenoxy-5-sulfamylbenzoic acid), C(O)([O-])=O.[Na+] (sodium hydrogen carbonate), S(=O)([O-])S(=O)[O-].[Na+].[Na+] (sodium dithionite), C(=C)C1=CC=NC=C1 (4-vinylpyridine), C(O)([O-])=O.[Na+] (sodium hydrogen carbonate). The solvent is C(C)(=O)O (acetic acid). Reaction conditions: temperature 70 celsius, time 4 hour. Product: O(C1=CC=CC=C1)C1=C(C=C(C(=O)O)C=C1S(N)(=O)=O)SCCC1=CC=NC=C1 (4-phenoxy-3-(4-pyridylethylthio)-5-sulfamylbenzoic acid). As a reaction SMILES: [SH:1][C:2]1[CH:3]=[C:4]([CH:8]=[C:9]([S:18](=[O:21])(=[O:20])[NH2:19])[C:10]=1[O:11][C:12]1[CH:17]=[CH:16][CH:15]=[CH:14][CH:13]=1)[C:5]([OH:7])=[O:6].C(=O)([O-])O.[Na+].S(S([O-])=O)([O-])=O.[Na+].[Na+].[CH:35]([C:37]1[CH:42]=[CH:41][N:40]=[CH:39][CH:38]=1)=[CH2:36]>C(O)(=O)C>[O:11]([C:10]1[C:9]([S:18](=[O:21])(=[O:20])[NH2:19])=[CH:8][C:4]([C:5]([OH:7])=[O:6])=[CH:3][C:2]=1[S:1][CH2:36][CH2:35][C:37]1[CH:42]=[CH:41][N:40]=[CH:39][CH:38]=1)[C:12]1[CH:17]=[CH:16][CH:15]=[CH:14][CH:13]=1 |f:1.2,3.4.5|. Procedure: A mixture of 3-mercapto-4-phenoxy-5-sulfamylbenzoic acid (1.7 g), sodium hydrogen carbonate (1 g), sodium dithionite (1 g), 4-vinylpyridine (0.8 ml) and saturated aqueous sodium hydrogen carbonate (17 ml) is stirred at 70°C. for 4 hours. After cooling, pH of the mixture is adjusted to 4.5 by addition of acetic acid. The precipitated material is collected by filtration, washed with water, and recrystallized from aqueous ethanol to yield 4-phenoxy-3-(4-pyridylethylthio)-5-sulfamylbenzoic acid. The reactants are IC (iodomethane), [Mg] (magnesium), CCOCC (ether), C1=C(C=CC2=CC=CC=C12)C1(CCC1)C#N (1-(2-naphthyl)cyclobutanecarbonitrile), C[Mg]I (methylmagnesium iodide). The solvent is C1(=CC=CC=C1)C (toluene). Run at time 18 hour. The product is C1=C(C=CC2=CC=CC=C12)C1(CCC1)C(C)=O (1-[1-(2-naphthyl)cyclobutyl]ethanone). As a reaction SMILES: [CH:1]1[C:10]2[C:5](=[CH:6][CH:7]=[CH:8][CH:9]=2)[CH:4]=[CH:3][C:2]=1[C:11]1(C#N)[CH2:14][CH2:13][CH2:12]1.C[Mg]I.IC.[Mg].CC[O:25][CH2:26][CH3:27]>C1(C)C=CC=CC=1>[CH:1]1[C:10]2[C:5](=[CH:6][CH:7]=[CH:8][CH:9]=2)[CH:4]=[CH:3][C:2]=1[C:11]1([C:26](=[O:25])[CH3:27])[CH2:14][CH2:13][CH2:12]1. Procedure: A solution of 1-(2-naphthyl)cyclobutanecarbonitrile (48.2 g) in toluene (100 ml) was added dropwise under nitrogen to a stirred solution of methylmagnesium iodide [prepared in the usual manner from iodomethane (22 ml) and magnesium (8.16 g)] in ether (60 ml), then the mixture was stirred at ambient temperature for 18 hours. The resulting solid was collected by filtration, washed with ether (50 ml), and added in portions to a mixture of concentrated hydrochloric acid (125 ml) and water (200 ml). ...